Dataset: the Open Reaction Database (ORD), a public repository of structured organic reaction records. Task: describe an organic reaction: reactants, conditions, products, and yield The reactants are COc1ccc(CC=O)cc1, CO, ClCCl, c1ccc(-c2cnc(Nc3ccc(OCCN4CCCC4)cc3)s2)cc1. Product: COc1ccc(-c2cnc(Nc3ccc(OCCN4CCCC4)cc3)s2)cc1. As a reaction SMILES: [CH3:27][O:28][c:29]1[cH:30][cH:31][c:32]([CH2:33][CH:34]=[O:35])[cH:36][cH:37]1.[CH3:41][OH:42].[Cl:38][CH2:39][Cl:40].[c:1]1(-[c:7]2[cH:8][n:9][c:10]([NH:12][c:13]3[cH:14][cH:15][c:16]([O:19][CH2:20][CH2:21][N:22]4[CH2:23][CH2:24][CH2:25][CH2:26]4)[cH:17][cH:18]3)[s:11]2)[cH:2][cH:3][cH:4][cH:5][cH:6]1>>[c:1]1(-[c:7]2[cH:8][n:9][c:10]([NH:12][c:13]3[cH:14][cH:15][c:16]([O:19][CH2:20][CH2:21][N:22]4[CH2:23][CH2:24][CH2:25][CH2:26]4)[cH:17][cH:18]3)[s:11]2)[cH:2][cH:3][c:4]([O:28][CH3:27])[cH:5][cH:6]1. The reactants are C=CC(=O)OCC, CCO, O=C(C=CCN1CCNCC1)Nc1cc2c(Nc3ccc(F)c(Cl)c3)ncnc2cc1OCC1CC1. Product: CCOC(=O)CCN1CCN(CC=CC(=O)Nc2cc3c(Nc4ccc(F)c(Cl)c4)ncnc3cc2OCC2CC2)CC1. Reaction SMILES: [C:37]([CH:38]=[CH2:39])(=[O:40])[O:41][CH2:42][CH3:43].[CH3:44][CH2:45][OH:46].[Cl:1][c:2]1[cH:3][c:4]([NH:9][c:10]2[n:11][cH:12][n:13][c:14]3[cH:15][c:16]([O:32][CH2:33][CH:34]4[CH2:35][CH2:36]4)[c:17]([NH:20][C:21]([CH:22]=[CH:23][CH2:24][N:25]4[CH2:26][CH2:27][NH:28][CH2:29][CH2:30]4)=[O:31])[cH:18][c:19]23)[cH:5][cH:6][c:7]1[F:8]>>[Cl:1][c:2]1[cH:3][c:4]([NH:9][c:10]2[n:11][cH:12][n:13][c:14]3[cH:15][c:16]([O:32][CH2:33][CH:34]4[CH2:35][CH2:36]4)[c:17]([NH:20][C:21]([CH:22]=[CH:23][CH2:24][N:25]4[CH2:26][CH2:27][N:28]([CH2:39][CH2:38][C:37](=[O:40])[O:41][CH2:42][CH3:43])[CH2:29][CH2:30]4)=[O:31])[cH:18][c:19]23)[cH:5][cH:6][c:7]1[F:8]. The reactants are O=C([O-])[O-], Cc1cc(O)ccc1N, CS(C)=O, N#Cc1cc(F)ccc1F, [K+], [K+], O. Yields the product Cc1cc(Oc2ccc(F)cc2C#N)ccc1N. Reaction SMILES: [C:20](=[O:21])([O-:22])[O-:23].[CH3:11][c:12]1[cH:13][c:14]([OH:15])[cH:16][cH:17][c:18]1[NH2:19].[CH3:26][S:27]([CH3:28])=[O:29].[F:1][c:2]1[c:3]([C:4]#[N:5])[cH:6][c:7]([F:10])[cH:8][cH:9]1.[K+:24].[K+:25].[OH2:30]>>[c:2]1([O:15][c:14]2[cH:13][c:12]([CH3:11])[c:18]([NH2:19])[cH:17][cH:16]2)[c:3]([C:4]#[N:5])[cH:6][c:7]([F:10])[cH:8][cH:9]1. As a reaction SMILES: [C:1]([N:11]([CH3:37])[C@H:12]([C:16]([N:18]([CH3:36])[C@H:19]([C:32]([O:34]C)=[O:33])[CH2:20][C:21]1[CH:26]=[CH:25][C:24]([OH:27])=[C:23]([C:28]([CH3:31])([CH3:30])[CH3:29])[CH:22]=1)=[O:17])[CH:13]([CH3:15])[CH3:14])([O:3][CH2:4][C:5]1[CH:10]=[CH:9][CH:8]=[CH:7][CH:6]=1)=[O:2].Cl>O1CCOCC1.[OH-].[Na+]>[C:1]([N:11]([CH3:37])[C@H:12]([C:16]([N:18]([CH3:36])[C@H:19]([C:32]([OH:34])=[O:33])[CH2:20][C:21]1[CH:26]=[CH:25][C:24]([OH:27])=[C:23]([C:28]([CH3:30])([CH3:31])[CH3:29])[CH:22]=1)=[O:17])[CH:13]([CH3:14])[CH3:15])([O:3][CH2:4][C:5]1[CH:10]=[CH:9][CH:8]=[CH:7][CH:6]=1)=[O:2] |f:3.4|. Product: C(=O)(OCC1=CC=CC=C1)N([C@@H](C(C)C)C(=O)N([C@@H](CC1=CC(=C(C=C1)O)C(C)(C)C)C(=O)O)C)C (Z-N-Me-Val-N-Me-Tyr(3-tBu)-OH). Procedure details: To a solution of 1.96 g of Z-N-Me-Val-N-Me-Tyr(3-tBu)-OMe in 1,4-dioxane (40 ml), 2 N NaOH (5 ml) was added at room temperature and the mixture was stirred for 2 hours. The reaction mixture was adjusted to pH 3 with dilute hydrochloric acid and extracted with ethyl acetate. The extract was washed with saturated brine and the organic layer was dried with sodium sulfate. The solvent was distilled off under reduced pressure to give Z-N-Me-Val-N-Me-Tyr(3-tBu)-OH. To a solution of this Z-N-Me-Val-N-M... Conditions: time 2 hour. Reactants: C(=O)(OCC1=CC=CC=C1)N([C@@H](C(C)C)C(=O)N([C@@H](CC1=CC(=C(C=C1)O)C(C)(C)C)C(=O)OC)C)C (Z-N-Me-Val-N-Me-Tyr(3-tBu)-OMe), Cl (hydrochloric acid). The solvent is O1CCOCC1 (1,4-dioxane), [OH-].[Na+] (NaOH). Starting materials: BrC=1C=NC(=NC1)N1CCN(CC1)C(=O)OC(C)(C)C (tert-butyl 4-(5-bromopyrimidin-2-yl)piperazine-1-carboxylate), FC1=CC=C(C=C1)S (4-fluorobenzenethiol), CC1(C2=C(C(=CC=C2)P(C3=CC=CC=C3)C4=CC=CC=C4)OC5=C(C=CC=C51)P(C6=CC=CC=C6)C7=CC=CC=C7)C (Xantphos), CCN(C(C)C)C(C)C (DIPEA). The reagents and catalysts are C=1C=CC(=CC1)/C=C/C(=O)/C=C/C2=CC=CC=C2.C=1C=CC(=CC1)/C=C/C(=O)/C=C/C2=CC=CC=C2.C=1C=CC(=CC1)/C=C/C(=O)/C=C/C2=CC=CC=C2.[Pd].[Pd] (Pd2(dba)3). Solvent: O1CCOCC1 (dioxane). Run at temperature 110 celsius. The product is FC1=CC=C(C=C1)SC=1C=NC(=NC1)N1CCN(CC1)C(=O)OC(C)(C)C (tert-butyl 4-(5-(4-fluorophenylthio)pyrimidin-2-yl)piperazine-1-carboxylate). Yield: 44.0%. Reaction SMILES: Br[C:2]1[CH:3]=[N:4][C:5]([N:8]2[CH2:13][CH2:12][N:11]([C:14]([O:16][C:17]([CH3:20])([CH3:19])[CH3:18])=[O:15])[CH2:10][CH2:9]2)=[N:6][CH:7]=1.[F:21][C:22]1[CH:27]=[CH:26][C:25]([SH:28])=[CH:24][CH:23]=1.CC1(C)C2C(=C(P(C3C=CC=CC=3)C3C=CC=CC=3)C=CC=2)OC2C(P(C3C=CC=CC=3)C3C=CC=CC=3)=CC=CC1=2.CCN(C(C)C)C(C)C>O1CCOCC1.C1C=CC(/C=C/C(/C=C/C2C=CC=CC=2)=O)=CC=1.C1C=CC(/C=C/C(/C=C/C2C=CC=CC=2)=O)=CC=1.C1C=CC(/C=C/C(/C=C/C2C=CC=CC=2)=O)=CC=1.[Pd].[Pd]>[F:21][C:22]1[CH:27]=[CH:26][C:25]([S:28][C:2]2[CH:3]=[N:4][C:5]([N:8]3[CH2:13][CH2:12][N:11]([C:14]([O:16][C:17]([CH3:20])([CH3:19])[CH3:18])=[O:15])[CH2:10][CH2:9]3)=[N:6][CH:7]=2)=[CH:24][CH:23]=1 |f:5.6.7.8.9|. Reported procedure: A stirred solution of tert-butyl 4-(5-bromopyrimidin-2-yl)piperazine-1-carboxylate (1 g, 2.924 mmol), 4-fluorobenzenethiol (561 mg, 4.386 mmol), Pd2(dba)3 (267 mg, 0.292 mmol), Xantphos (169 mg, 0.292 mmol) and DIPEA (754 mg, 5.848 mmol) in dioxane (50 mL) was degassed with nitrogen for three times, and then heated at 110° C. for 16 hrs. The reaction mixture was cooled to RT and concentrated under reduced pressure to give a residue, which was purified by flash chromatography (silica gel, 0-20% E...